Dataset: the Open Reaction Database (ORD), a public repository of structured organic reaction records. Task: describe an organic reaction: reactants, conditions, products, and yield Product: CN(C1=C(C=C(C(=O)NC2=CC=C(C=C2)C=2N=C3N(C=C(C=C3)C)C2)C=C1F)F)C (4-(Dimethylamino)-3,5-difluoro-N-[4-(6-methylimidazo[1,2-a]pyridin-2-yl)phenyl]benzamide). The solvent is CS(=O)C (DMSO). Reactants: O (water), FC=1C=C(C(=O)NC2=CC=C(C=C2)C=2N=C3N(C=C(C=C3)C)C2)C=C(C1F)F (3,4,5-trifluoro-N-[4-(6-methylimidazo[1,2-a]pyridin-2-yl)phenyl]benzamide), Cl.CNC (dimethylamine hydrochloride), C([O-])([O-])=O.[K+].[K+] (potassium carbonate). Run at temperature 120 celsius. Yield: 79.5%. RXN SMILES: [F:1][C:2]1[CH:3]=[C:4]([CH:24]=[C:25]([F:28])[C:26]=1F)[C:5]([NH:7][C:8]1[CH:13]=[CH:12][C:11]([C:14]2[N:15]=[C:16]3[CH:21]=[CH:20][C:19]([CH3:22])=[CH:18][N:17]3[CH:23]=2)=[CH:10][CH:9]=1)=[O:6].Cl.[CH3:30][NH:31][CH3:32].C(=O)([O-])[O-].[K+].[K+].O>CS(C)=O>[CH3:30][N:31]([CH3:32])[C:26]1[C:25]([F:28])=[CH:24][C:4]([C:5]([NH:7][C:8]2[CH:9]=[CH:10][C:11]([C:14]3[N:15]=[C:16]4[CH:21]=[CH:20][C:19]([CH3:22])=[CH:18][N:17]4[CH:23]=3)=[CH:12][CH:13]=2)=[O:6])=[CH:3][C:2]=1[F:1] |f:1.2,3.4.5|. Reported procedure: A stirred mixture of 3,4,5-trifluoro-N-[4-(6-methylimidazo[1,2-a]pyridin-2-yl)phenyl]benzamide (0.10 g, 0.26 mmol), dimethylamine hydrochloride (0.087 g, 1.07 mmol) and potassium carbonate (0.147 g, 1.07 mmol) in dry DMSO (3 ml) was heated at 120° C. for 22.5 h. After cooling to room temperature, the reaction mixture was added to water (100 ml) and the precipitate was collected by vacuum filtration, and washed with water (40 ml). The solid was dried in an oven at 95° C., and then purified by fla... Starting materials: CC(NCCC1(C(C)C)OCCO1)c1ccc(Br)cc1, CO, Cl, [Na+], O=C([O-])O. The product is CC(C)C(=O)CCNC(C)c1ccc(Br)cc1. As a reaction SMILES: [Br:1][c:2]1[cH:3][cH:4][c:5]([CH:8]([CH3:9])[NH:10][CH2:11][CH2:12][C:13]2([CH:18]([CH3:19])[CH3:20])[O:14][CH2:17][CH2:16][O:15]2)[cH:6][cH:7]1.[CH3:27][OH:28].[ClH:21].[Na+:26].[O-:22][C:23]([OH:24])=[O:25]>>[Br:1][c:2]1[cH:3][cH:4][c:5]([CH:8]([CH3:9])[NH:10][CH2:11][CH2:12][C:13](=[O:14])[CH:18]([CH3:19])[CH3:20])[cH:6][cH:7]1.